describe an organic reaction: reactants, conditions, products, and yield From a dataset of the Open Reaction Database (ORD), a public repository of structured organic reaction records. Starting materials: [Br-], O=C1C(Cc2c(Cl)ccc(Br)c2F)CCN1C1CCCCC1, CCOC(=O)CCC[Zn+], C1CCOC1, O. Product: CCOC(=O)CCCc1ccc(Cl)c(CC2CCN(C3CCCCC3)C2=O)c1F. As a reaction SMILES: [Br-:23].[Br:1][c:2]1[c:3]([F:22])[c:4]([CH2:5][CH:6]2[C:7](=[O:17])[N:8]([CH:11]3[CH2:12][CH2:13][CH2:14][CH2:15][CH2:16]3)[CH2:9][CH2:10]2)[c:18]([Cl:21])[cH:19][cH:20]1.[CH2:24]([CH3:25])[O:26][C:27]([CH2:28][CH2:29][CH2:30][Zn+:31])=[O:32].[CH2:34]1[O:35][CH2:36][CH2:37][CH2:38]1.[OH2:33]>>[c:2]1([CH2:30][CH2:29][CH2:28][C:27]([O:26][CH2:24][CH3:25])=[O:32])[c:3]([F:22])[c:4]([CH2:5][CH:6]2[C:7](=[O:17])[N:8]([CH:11]3[CH2:12][CH2:13][CH2:14][CH2:15][CH2:16]3)[CH2:9][CH2:10]2)[c:18]([Cl:21])[cH:19][cH:20]1. The reactants are N1CCC(CC1)N1CCOCC1 (4-(4-piperidinyl)-morpholine), Cl (hydrochloric acid). The solvent is C(C)O (ethanol). Reaction conditions: temperature 50 celsius, time 30 minute. Yields the product Cl.N1CCC(CC1)N1CCOCC1 (4-(4-piperidinyl)-morpholine hydrochloride). Reaction SMILES: [NH:1]1[CH2:6][CH2:5][CH:4]([N:7]2[CH2:12][CH2:11][O:10][CH2:9][CH2:8]2)[CH2:3][CH2:2]1.[ClH:13]>C(O)C>[ClH:13].[NH:1]1[CH2:6][CH2:5][CH:4]([N:7]2[CH2:12][CH2:11][O:10][CH2:9][CH2:8]2)[CH2:3][CH2:2]1 |f:3.4|. Reported procedure: 10.00 kg (58.74 mol) 4-(4-piperidinyl)-morpholine (N) were placed in 100.0 L ethanol and heated to 50° C. At 50° C., 12.15 kg (123.35 mol) conc. hydrochloric acid (37%) were metered in. The resulting suspension was cooled to 20° C. and stirred for 30 minutes at 20° C. The product was centrifuged off and dried. Reactants: FC1=C(C=C(C=O)C=C1C)C (4-fluoro-3,5-dimethyl-benzaldehyde), C1=CC(=CC(=C1)Cl)C(=O)OO (mCPBA). The solvent is C(Cl)Cl (DCM). Reaction conditions: temperature 25 celsius, time 20 hour. Yields the product FC1=C(C=C(C=C1C)OC=O)C (Formic Acid 4-fluoro-3,5-dimethyl-phenyl ester). As a reaction SMILES: [F:1][C:2]1[C:9]([CH3:10])=[CH:8][C:5](C=O)=[CH:4][C:3]=1[CH3:11].C1C=C(Cl)C=C([C:19]([O:21]O)=[O:20])C=1>C(Cl)Cl>[F:1][C:2]1[C:3]([CH3:11])=[CH:4][C:5]([O:21][CH:19]=[O:20])=[CH:8][C:9]=1[CH3:10]. Reported procedure: To a solution of 4-fluoro-3,5-dimethyl-benzaldehyde (1.0 g, 6.4 mmol) in 20 mL DCM was added mCPBA (1.2 g, 7.6 mmol) at 25° C. After being stirred for 20 h at 25° C., the reaction was quenched by the addition of 40 mL of 5% aqueous potassium carbonate. The mixture was extracted DCM (3×30 mL) and the combined DCM layer was washed with brine (2×30 mL). The solution was dried over Na2SO4 before being concentrated under reduced pressure. The crude product was used directly in the next reaction witho... Starting materials: CC(C)(C)c1cn2c(=O)[nH]nc2c(Cl)n1, C1CCOC1, COc1ccc(CCN)cn1. The product is COc1ccc(CCNc2nc(C(C)(C)C)cn3c(=O)[nH]nc23)cn1. As a reaction SMILES: [C:1]([CH3:2])([CH3:3])([CH3:4])[c:5]1[n:6][c:7]([Cl:15])[c:8]2[n:9]([cH:10]1)[c:11](=[O:14])[nH:12][n:13]2.[CH2:27]1[O:28][CH2:29][CH2:30][CH2:31]1.[CH3:16][O:17][c:18]1[cH:19][cH:20][c:21]([CH2:24][CH2:25][NH2:26])[cH:22][n:23]1>>[C:1]([CH3:2])([CH3:3])([CH3:4])[c:5]1[n:6][c:7]([NH:26][CH2:25][CH2:24][c:21]2[cH:20][cH:19][c:18]([O:17][CH3:16])[n:23][cH:22]2)[c:8]2[n:9]([cH:10]1)[c:11](=[O:14])[nH:12][n:13]2. Starting materials: C(CCC)C=1N(C(=CN1)\C=C\1/NC(N(C1=O)CCCC)=O)CC1=CC=C(C(=O)OC)C=C1 (methyl Z-4-[[2-butyl-5-[(1-butyl-2,5-dioxo-4-imidazolidinylidene)methyl]-1H-imidazol-1-yl]methyl]benzoate), C(=O)([O-])[O-].[K+].[K+] (K2CO3), Cl (HCl), ClCC=1C(=NOC1C)C (4-chloromethyl-3,5-dimethylisoxazole). Run in CN(C)C=O (DMF), CCOCC (ether). Reaction conditions: time 24 hour. Yields the product Cl.C(CCC)C=1N(C(=CN1)\C=C\1/N(C(N(C1=O)CCCC)=O)CC=1C(=NOC1C)C)CC1=CC=C(C(=O)OC)C=C1 (Methyl Z-4-[[2-butyl-5-[[1-butyl-3-[(3,5-dimethyl-4-isoxazolyl)methyl]-2,5-dioxo-4-imidazolidinylidene]methyl]-1H-imidazol-1-yl]methyl]benzoate monohydrochloride). RXN SMILES: [CH2:1]([C:5]1[N:6]([CH2:22][C:23]2[CH:32]=[CH:31][C:26]([C:27]([O:29][CH3:30])=[O:28])=[CH:25][CH:24]=2)[C:7](/[CH:10]=[C:11]2\[NH:12][C:13](=[O:21])[N:14]([CH2:17][CH2:18][CH2:19][CH3:20])[C:15]\2=[O:16])=[CH:8][N:9]=1)[CH2:2][CH2:3][CH3:4].C([O-])([O-])=O.[K+].[K+].[Cl:39][CH2:40][C:41]1[C:42]([CH3:47])=[N:43][O:44][C:45]=1[CH3:46].Cl>CN(C=O)C.CCOCC>[ClH:39].[CH2:1]([C:5]1[N:6]([CH2:22][C:23]2[CH:32]=[CH:31][C:26]([C:27]([O:29][CH3:30])=[O:28])=[CH:25][CH:24]=2)[C:7](/[CH:10]=[C:11]2\[N:12]([CH2:40][C:41]3[C:42]([CH3:47])=[N:43][O:44][C:45]=3[CH3:46])[C:13](=[O:21])[N:14]([CH2:17][CH2:18][CH2:19][CH3:20])[C:15]\2=[O:16])=[CH:8][N:9]=1)[CH2:2][CH2:3][CH3:4] |f:1.2.3,8.9|. Procedure details: To a solution of methyl Z-4-[[2-butyl-5-[(1-butyl-2,5-dioxo-4-imidazolidinylidene)methyl]-1H-imidazol-1-yl]methyl]benzoate (1.00 g, 2.281 mmol) in DMF (10 mL) is added K2CO3 (1.580 g, 0.011 moles). After stirring for 15 minutes 4-chloromethyl-3,5-dimethylisoxazole (0.35 g, 2.39 mmol) is added. The mixture is stirred for 24 hours. The solvents were removed under high vacuum. After diluting with ethyl acetate and washing with water and brine the solution is dried over MgSO4. Evaporation in vacuo a... The reactants are FC1=C(CN(C(COC2=CC=C(C=C2)C[C@@H](C(=O)OCC)OCC)=O)CCCCCCCCC)C=CC(=C1)F (ethyl(2S)-3-(4-{2-[(2,4-difluorobenzyl)(nonyl)amino]-2-oxoethoxy}phenyl)-2-ethoxypropanoate), [Li+].[OH-] (LiOH). The solvent is C1CCOC1 (THF). Conditions: time 8 hour. Product: FC1=C(CN(C(COC2=CC=C(C=C2)C[C@@H](C(=O)O)OCC)=O)CCCCCCCCC)C=CC(=C1)F ((2S)-3-(4-{2-[(2,4-Difluorobenzyl)(nonyl)amino]-2-oxoethoxy}phenyl)-2-ethoxypropanoic acid). Yield: 93.5%. As a reaction SMILES: [F:1][C:2]1[CH:38]=[C:37]([F:39])[CH:36]=[CH:35][C:3]=1[CH2:4][N:5]([CH2:26][CH2:27][CH2:28][CH2:29][CH2:30][CH2:31][CH2:32][CH2:33][CH3:34])[C:6](=[O:25])[CH2:7][O:8][C:9]1[CH:14]=[CH:13][C:12]([CH2:15][C@H:16]([O:22][CH2:23][CH3:24])[C:17]([O:19]CC)=[O:18])=[CH:11][CH:10]=1.[Li+].[OH-]>C1COCC1>[F:1][C:2]1[CH:38]=[C:37]([F:39])[CH:36]=[CH:35][C:3]=1[CH2:4][N:5]([CH2:26][CH2:27][CH2:28][CH2:29][CH2:30][CH2:31][CH2:32][CH2:33][CH3:34])[C:6](=[O:25])[CH2:7][O:8][C:9]1[CH:14]=[CH:13][C:12]([CH2:15][C@H:16]([O:22][CH2:23][CH3:24])[C:17]([OH:19])=[O:18])=[CH:11][CH:10]=1 |f:1.2|. Procedure details: To a solution of ethyl(2S)-3-(4-{2-[(2,4-difluorobenzyl)(nonyl)amino]-2-oxoethoxy}phenyl)-2-ethoxypropanoate (0.038 g, 0.070 mmol) in THF (3 mL) was added aqueous 0.10 M LiOH (2 mL) and the reaction mixture was stirred at room temperature overnight. After acidification with 5% HCl, the mixture was extracted with ethyl acetate (3×25 mL) and the combined organic phase was washed with brine (25 mL), dried over anhydrous Na2SO4, and concentrated in vacuo to afford 0.034 g (94%) of a colourless oil.